describe an organic reaction: reactants, conditions, products, and yield From a dataset of the Open Reaction Database (ORD), a public repository of structured organic reaction records. Starting materials: [BH4-], C1CCOC1, COC(=O)c1ccc(NC(=O)C2(c3ccc4c(c3)OC(F)(F)O4)CC2)nc1-c1cccc(C(=O)O)c1, [Na+]. Product: O=C(O)c1cccc(-c2nc(NC(=O)C3(c4ccc5c(c4)OC(F)(F)O5)CC3)ccc2CO)c1. As a reaction SMILES: [BH4-:1].[CH2:39]1[O:40][CH2:41][CH2:42][CH2:43]1.[F:3][C:4]1([F:38])[O:5][c:6]2[c:7]([cH:9][cH:10][c:11]([C:13]3([C:16](=[O:17])[NH:18][c:19]4[cH:20][cH:21][c:22]([C:34](=[O:35])[O:36][CH3:37])[c:23](-[c:25]5[cH:26][c:27]([C:28](=[O:29])[OH:30])[cH:31][cH:32][cH:33]5)[n:24]4)[CH2:14][CH2:15]3)[cH:12]2)[O:8]1.[Na+:2]>>[F:3][C:4]1([F:38])[O:5][c:6]2[c:7]([cH:9][cH:10][c:11]([C:13]3([C:16](=[O:17])[NH:18][c:19]4[cH:20][cH:21][c:22]([CH2:34][OH:35])[c:23](-[c:25]5[cH:26][c:27]([C:28](=[O:29])[OH:30])[cH:31][cH:32][cH:33]5)[n:24]4)[CH2:14][CH2:15]3)[cH:12]2)[O:8]1. Reactants: CCCCCBr, O=C([O-])[O-], CN(C)C=O, [K+], [K+], Oc1cccc(O)c1. Product: CCCCCOc1cccc(O)c1. Reaction SMILES: [Br:1][CH2:2][CH2:3][CH2:4][CH2:5][CH3:6].[C:15](=[O:16])([O-:17])[O-:18].[CH3:21][N:22]([CH3:23])[CH:24]=[O:25].[K+:19].[K+:20].[OH:7][c:8]1[cH:9][cH:10][cH:11][c:12]([OH:13])[cH:14]1>>[CH2:2]([CH2:3][CH2:4][CH2:5][CH3:6])[O:7][c:8]1[cH:9][cH:10][cH:11][c:12]([OH:13])[cH:14]1. Reactants: ClC1=CC=C(C=C1)C(CC1=CC=NC=C1)=O (4-chlorophenyl-2-(pyridin-4-yl)ethan-1-one), COC(N(C)C)OC (N,N-dimethylformamide dimethylacetal). Product: CN(C=C(C(=O)C1=CC=C(C=C1)Cl)C1=CC=NC=C1)C (3-dimethylamino-1-(4-chlorophenyl)-2-(pyridin-4-yl)-2-propen-1-one). The yield is 92.0%. RXN SMILES: [Cl:1][C:2]1[CH:7]=[CH:6][C:5]([C:8](=[O:16])[CH2:9][C:10]2[CH:15]=[CH:14][N:13]=[CH:12][CH:11]=2)=[CH:4][CH:3]=1.CO[CH:19](OC)[N:20]([CH3:22])[CH3:21]>>[CH3:19][N:20]([CH3:22])[CH:21]=[C:9]([C:10]1[CH:15]=[CH:14][N:13]=[CH:12][CH:11]=1)[C:8]([C:5]1[CH:6]=[CH:7][C:2]([Cl:1])=[CH:3][CH:4]=1)=[O:16]. Procedure details: A solution of 4-chlorophenyl-2-(pyridin-4-yl)ethan-1-one (20.0 g, 86.4 mmol) and N,N-dimethylformamide dimethylacetal (57.6 mL, 0.43 mole) was heated at 100° C. for 3½ hours. The reaction mixture was concentrated in vacuo, and the residue crystallized from methyl butyl ether to give 3-dimethylamino-1-(4-chlorophenyl)-2-(pyridin-4-yl)-2-propen-1-one (22.80 g, 93%). 1H NMR (CDCl3/300 MHz) δ 8.52 (d, 2H), 7.38 (d, 2H), 7.29 (d, 2H), 7.08 (d, 2H), 2.83 (s, 6H). The reactants are [Cl-].[Li+] (lithium chloride), ClC=1C=C(C(=O)N2CSC3=C2C=CC=C3)C=C(C1OC)C#N (3-(3-chloro-5-cyano-4-methoxybenzoyl)-2,3-dihydro-1,3-benzothiazole), Cl (hydrochloric acid). Run in CN(C=O)C (N,N-dimethylformamide). Reaction conditions: time 2 hour. Yields the product ClC=1C=C(C(=O)N2CSC3=C2C=CC=C3)C=C(C1O)C#N (3-(3-chloro-5-cyano-4-hydroxybenzoyl)-2,3-dihydro-1,3-benzothiazole). Yield: 33.3%. RXN SMILES: [Cl:1][C:2]1[CH:3]=[C:4]([CH:16]=[C:17]([C:21]#[N:22])[C:18]=1[O:19]C)[C:5]([N:7]1[C:11]2[CH:12]=[CH:13][CH:14]=[CH:15][C:10]=2[S:9][CH2:8]1)=[O:6].[Cl-].[Li+].Cl>CN(C)C=O>[Cl:1][C:2]1[CH:3]=[C:4]([CH:16]=[C:17]([C:21]#[N:22])[C:18]=1[OH:19])[C:5]([N:7]1[C:11]2[CH:12]=[CH:13][CH:14]=[CH:15][C:10]=2[S:9][CH2:8]1)=[O:6] |f:1.2|. Reported procedure: 3-(3-chloro-5-cyano-4-methoxybenzoyl)-2,3-dihydro-1,3-benzothiazole (213 mg) was dissolved in N,N-dimethylformamide (2 mL), and lithium chloride (111 mg) was added to the solution, and then the mixture was stiffed at 100° C. for 2 hours. To the reaction solution, 1N hydrochloric acid was added, and then the reaction mixture was extracted with ethyl acetate. The organic layer was washed with 1N hydrochloric acid and saturated brine, and then dried over anhydrous sodium sulfate. The solvent was di... Reactants: 1,2,2-dimethyl-1-methoxy-3-[(ethyldimethylsilyl)oxy]propane, CC(CO)(COC)C (2,2-dimethyl-3-methoxy-1-propanol), C(C)[Si](C)(C)Cl (ethyldimethylsilyl chloride). Yields the product CC(COC)(CO[Si](C)(C)CC)C (2,2-dimethyl-1-methoxy-3-[(ethyldimethylsilyl)oxy]-propane). RXN SMILES: [CH3:1][C:2]([CH3:8])([CH2:5][O:6][CH3:7])[CH2:3][OH:4].[CH2:9]([Si:11](Cl)([CH3:13])[CH3:12])[CH3:10]>>[CH3:1][C:2]([CH3:8])([CH2:3][O:4][Si:11]([CH2:9][CH3:10])([CH3:13])[CH3:12])[CH2:5][O:6][CH3:7]. Procedure details: According to the procedure as described in Example 1,2,2-dimethyl-1-methoxy-3-[(ethyldimethylsilyl)oxy]propane was prepared from intermediate 2,2-dimethyl-3-methoxy-1-propanol and reagent ethyldimethylsilyl chloride. The reactants are N1C(C2(C3=CC=CC=C13)CCOC1=CC3=C(C=C12)CCO3)=O (2,3,6,7-tetrahydrospiro[furo[3,2-g]chromene-5,3′-indol]-2′(1′H)-one), BrCC=1OC(=CC1)C(F)(F)F (2-(bromomethyl)-5-(trifluoromethyl)furan), BrCC1OCCCC1 (2-(bromomethyl)tetrahydro-2H-pyran), 5,6-dihydrospiro[benzo[1,2-b:5,4-b′]difuran-3,3′-indol]-2″(1′H)-one, CC(=O)C (acetone). Run in CC(CC)=O (butanone). Yields the product FC(C1=CC=C(O1)CN1C(C2(C3=CC=CC=C13)CCOC1=CC3=C(C=C12)CCO3)=O)(F)F (1′-{[5-(trifluoromethyl)furan-2-yl]methyl}-2,3,6,7-tetrahydrospiro[furo[3,2-g]chromene-5,3′-indol]-2′(1′H)-one). RXN SMILES: [NH:1]1[C:9]2[C:4](=[CH:5][CH:6]=[CH:7][CH:8]=2)[C:3]2([C:18]3[C:13](=[CH:14][C:15]4[O:21][CH2:20][CH2:19][C:16]=4[CH:17]=3)[O:12][CH2:11][CH2:10]2)[C:2]1=[O:22].CC(C)=O.Br[CH2:28][C:29]1[O:30][C:31]([C:34]([F:37])([F:36])[F:35])=[CH:32][CH:33]=1.BrCC1CCCCO1>CC(=O)CC>[F:35][C:34]([F:37])([F:36])[C:31]1[O:30][C:29]([CH2:28][N:1]2[C:9]3[C:4](=[CH:5][CH:6]=[CH:7][CH:8]=3)[C:3]3([C:18]4[C:13](=[CH:14][C:15]5[O:21][CH2:20][CH2:19][C:16]=5[CH:17]=4)[O:12][CH2:11][CH2:10]3)[C:2]2=[O:22])=[CH:33][CH:32]=1. Reported procedure: Following the procedure as described in EXAMPLE 4 and making non-critical variations using 2,3,6,7-tetrahydrospiro[furo[3,2-g]chromene-5,3′-indol]-2′(1′H)-one to replace 5,6-dihydrospiro[benzo[1,2-b:5,4-b′]difuran-3,3′-indol]-2″(1′H)-one, acetone to replace butanone, and 2-(bromomethyl)-5-(trifluoromethyl)furan to replace 2-(bromomethyl)tetrahydro-2H-pyran, 1′-{[5-(trifluoromethyl)furan-2-yl]methyl}-2,3,6,7-tetrahydrospiro[furo[3,2-g]chromene-5,3′-indol]-2′(1′H)-one was obtained (43%) as a color...